Task: describe an organic reaction: reactants, conditions, products, and yield. Dataset: the Open Reaction Database (ORD), a public repository of structured organic reaction records The reactants are CN1CC2=C(NC=3C=CC=CC23)CC1 (2,3,4,5-tetrahydro-2-methyl-1H-pyrido[4,3-b]indole), ClCC=1C=CC(=NC1)C (5-(chloromethyl)-2-methylpyridine), [H-].[Na+] (NaH). Solvent: CN(C)C=O (DMF). The product is CN1CC2=C(N(C=3C=CC=CC23)CC=2C=NC(=CC2)C)CC1 (2,3,4,5-tetrahydro-2-methyl-5-((6-methylpyridin-3-yl)methyl)-1H-pyrido[4,3-b]indole). Isolated yield 10.3%. As a reaction SMILES: [CH3:1][N:2]1[CH2:14][CH2:13][C:5]2[NH:6][C:7]3[CH:8]=[CH:9][CH:10]=[CH:11][C:12]=3[C:4]=2[CH2:3]1.Cl[CH2:16][C:17]1[CH:18]=[CH:19][C:20]([CH3:23])=[N:21][CH:22]=1.[H-].[Na+]>CN(C=O)C>[CH3:1][N:2]1[CH2:14][CH2:13][C:5]2[N:6]([CH2:16][C:17]3[CH:22]=[N:21][C:20]([CH3:23])=[CH:19][CH:18]=3)[C:7]3[CH:8]=[CH:9][CH:10]=[CH:11][C:12]=3[C:4]=2[CH2:3]1 |f:2.3|. Procedure details: Preparation of the title compound was carried out according to General Method 4. 2,3,4,5-Tetrahydro-2-methyl-1H-pyrido[4,3-b]indole (See Example 3) (186 mg, 1 mmol), 5-(chloromethyl)-2-methylpyridine (324 mg, 2.3 mmol) and NaH (120 mg, 3 mmol) were heated in DMF (3 ml) at 120° C. for 16 h to obtain 30 mg of 2,3,4,5-tetrahydro-2-methyl-5-((6-methylpyridin-3-yl)methyl)-1H-pyrido[4,3-b]indole after purification by silica gel chromatography (230-400 mesh) using methanol-dichloromethane gradient. Starting materials: NCC(O)c1ccc2c(c1)OCO2, CCO, CC=O, Cl, [H][H]. The product is CCNCC(O)c1ccc2c(c1)OCO2, Cl. Reaction SMILES: [CH2:2]1[O:3][c:4]2[cH:5][c:6]([CH:11]([CH2:12][NH2:13])[OH:14])[cH:7][cH:8][c:9]2[O:10]1.[CH3:20][CH2:21][OH:22].[CH:15]([CH3:16])=[O:17].[ClH:1].[H:18][H:19]>>[CH2:2]1[O:3][c:4]2[cH:5][c:6]([CH:11]([CH2:12][NH:13][CH2:15][CH3:16])[OH:14])[cH:7][cH:8][c:9]2[O:10]1.[ClH:1].